From a dataset of the Open Reaction Database (ORD), a public repository of structured organic reaction records. describe an organic reaction: reactants, conditions, products, and yield The reactants are 2'-deoxyerythropentofuranosyl, xylofuranosyl, arabinofuranosyl, NC=1NC(C2=C(N1)N(C(S2)=O)[C@H]2[C@H](O)[C@H](O)[C@H](O2)CO)=O (5-amino-3-β-D-ribofuranosylthiazolo[4,5-d]pyrimidine-2,7(6H)-dione), NC=1NC(C2=C(N1)N(C(S2)=O)[C@H]2[C@H](O)[C@H](O)[C@H](O2)CO)=O (5-amino-3-β-D-ribofuranosylthiazolo[4,5-d]pyrimidine-2,7(6H)-dione), Cl[C@@]1(O)C[C@H](OC(=O)C2=CC=C(C=C2)C)[C@H](O1)COC(=O)C1=CC=C(C=C1)C (1-chloro-2-deoxy-3,5-di-O-(p-toluoyl)-α-D-erythropentofuranose). Yields the product NC=1NC(C2=C(N1)N(C(S2)=O)[C@H]2C[C@H](O)[C@H](O2)CO)=O (5-amino-3-(2-deoxy-β-D-erythropentofuranosyl)thiazolo[4,5-d]pyrimidine-2,7(3H,6H)-dione). Reaction SMILES: [NH2:1][C:2]1[NH:3][C:4](=[O:21])[C:5]2[S:10][C:9](=[O:11])[N:8]([C@@H:12]3[O:18][C@H:17]([CH2:19][OH:20])[C@@H:15]([OH:16])[C@H:13]3O)[C:6]=2[N:7]=1.Cl[C@@]1(O[C@H](COC(C2C=CC(C)=CC=2)=O)[C@@H](OC(C2C=CC(C)=CC=2)=O)C1)O>>[NH2:1][C:2]1[NH:3][C:4](=[O:21])[C:5]2[S:10][C:9](=[O:11])[N:8]([C@@H:12]3[O:18][C@H:17]([CH2:19][OH:20])[C@@H:15]([OH:16])[CH2:13]3)[C:6]=2[N:7]=1. Procedure: The 2'-deoxyerythropentofuranosyl, the xylofuranosyl and the arabinofuranosyl analogs of compound 7 can be prepared in a manner similar to that described for compound 7 (scheme VI). Thus reacting 4 with 1-chloro-2-deoxy-3,5-di-O-(p-toluoyl)-α-D-erythropentofuranose followed by deblocking yields 5-amino-3-(2-deoxy-β-D-erythropentofuranosyl)thiazolo[4,5-d]pyrimidine-2,7(3H,6H)-dione (36). Likewise after deblocking of the respective intermediates, 4 and 1,2,3,5-tetra-O-acetyl-D-xylofuranose will yi...